From a dataset of the Open Reaction Database (ORD), a public repository of structured organic reaction records. describe an organic reaction: reactants, conditions, products, and yield Product: N1(N=NN=C1)C1C2CN(CC12)C(=O)OC(C)(C)C (tert-butyl 6-(1H-tetrazol-1-yl)-3-azabicyclo[3.1.0]hexane-3-carboxylate). Reaction SMILES: [NH2:1][CH:2]1[CH:7]2[CH:3]1[CH2:4][N:5]([C:8]([O:10][C:11]([CH3:14])([CH3:13])[CH3:12])=[O:9])[CH2:6]2.[CH2:15](OC(OCC)OCC)C.[N-:25]=[N+:26]=[N-:27].[Na+]>C(O)(=O)C>[N:1]1([CH:2]2[CH:7]3[CH:3]2[CH2:4][N:5]([C:8]([O:10][C:11]([CH3:14])([CH3:13])[CH3:12])=[O:9])[CH2:6]3)[CH:15]=[N:27][N:26]=[N:25]1 |f:2.3|. Starting materials: NC1C2CN(CC12)C(=O)OC(C)(C)C (tert-butyl 6-amino-3-azabicyclo[3.1.0]hexane-3-carboxylate), C(C)OC(OCC)OCC (triethylorthoformate), [N-]=[N+]=[N-].[Na+] (sodium azide). Reaction conditions: temperature 100 celsius. The yield is 50.3%. Reported procedure: To a solution of tert-butyl 6-amino-3-azabicyclo[3.1.0]hexane-3-carboxylate (7.3 g, 25.3 mmol) and triethylorthoformate (24 mL, 152 mmol) in acetic acid (200 mL) was added sodium azide (9.9 g, 152 mmol) and the resulting mixture was set under inert atmosphere. The mixture was heated at 100° C. for 4 h and then cooled to RT at which time the volatiles were removed in vacuo. The residue was taken up in ethyl acetate (200 mL) and washed with aqueous sodium bicarbonate solution, followed by brine. T... The solvent is C(C)(=O)O (acetic acid). The reactants are ClC1=CC=2N(C3=CN=CC=C13)N=NN2 (5-chlorotetrazolo[1,5-a][1,7]naphthyridine). Solvent: C(C(C)C)N (isobutylamine). Product: CC(CNC1=CC=2N(C3=CN=CC=C13)N=NN2)C (N5-(2-methylpropyl)tetrazolo[1,5-a][1,7]naphthyridin-5-amine). RXN SMILES: Cl[C:2]1[C:11]2[C:6](=[CH:7][N:8]=[CH:9][CH:10]=2)[N:5]2[N:12]=[N:13][N:14]=[C:4]2[CH:3]=1>C(N)C(C)C>[CH3:10][CH:11]([CH3:2])[CH2:6][NH:5][C:2]1[C:11]2[C:6](=[CH:7][N:8]=[CH:9][CH:10]=2)[N:5]2[N:12]=[N:13][N:14]=[C:4]2[CH:3]=1. Reported procedure: A suspension of 5-chlorotetrazolo[1,5-a][1,7]naphthyridine (20 g) in isobutylamine (100 mL) was heated at reflux for several hours. The reaction mixture was concentrated under vacuum. The residue was taken up in dichloromethane, washed with water, dried over magnesium sulfate then concentrated under vacuum. The residue was recrystallized from toluene to give a material that was a mixture by thin layer chromatography. The material was purified by flash chromatography, silica gel eluting with dich...